Dataset: the Open Reaction Database (ORD), a public repository of structured organic reaction records. Task: describe an organic reaction: reactants, conditions, products, and yield Starting materials: solid, COC(C1=CC(=C(C=C1)OCCBr)Cl)=O (4-(2-bromo-ethoxy)-3-chloro-benzoic acid methyl ester), C(C)(C)(C)C1=CC=C(C=C1)C(C)=NO (1-(4-tert-butyl-phenyl)-ethanone oxime). The product is C(C)(C)(C)C1=CC=C(C=C1)\C(\C)=N\OCCOC1=C(C=C(C(=O)O)C=C1)Cl (4-{2-[({(E)-1-[4-(tert-Butyl)phenyl]ethylidene}amino)oxy]-ethoxy}-3-chloro-benzoic Acid). Reaction SMILES: C[O:2][C:3](=[O:15])[C:4]1[CH:9]=[CH:8][C:7]([O:10][CH2:11][CH2:12]Br)=[C:6]([Cl:14])[CH:5]=1.[C:16]([C:20]1[CH:25]=[CH:24][C:23]([C:26](=[N:28][OH:29])[CH3:27])=[CH:22][CH:21]=1)([CH3:19])([CH3:18])[CH3:17]>>[C:16]([C:20]1[CH:25]=[CH:24][C:23](/[C:26](=[N:28]/[O:29][CH2:12][CH2:11][O:10][C:7]2[CH:8]=[CH:9][C:4]([C:3]([OH:2])=[O:15])=[CH:5][C:6]=2[Cl:14])/[CH3:27])=[CH:22][CH:21]=1)([CH3:19])([CH3:17])[CH3:18]. Reported procedure: The title compound was prepared as white solid (0.334 g, 53%) from 4-(2-bromo-ethoxy)-3-chloro-benzoic acid methyl ester and 1-(4-tert-butyl-phenyl)-ethanone oxime using a procedure similar to that of step 1 of example 6. mp=167.1-168.8° C.; mass spectrum (+APCI, M+H) m/z 390. 1H NMR (400 MHz, DMSO-d6); δ 12.95 (bs, 1H), 7.89 (d, 1H), 7.84 (dd, 1H), 7.57 (d, 2H), 7.39 (d, 2H), 7.29 (d, 1H), 4.45 (m, 4H), 2.13 (s, 3H), 1.29 (s, 9H). Elemental analysis: Calcd. for C21H24ClNO4: C, 64.69; H, 6.20; N... Starting materials: Cl.FC=1C=C(CN2N=CC(=C2)C2=CN(C3=NC=C(C=C32)C3=CC=C(C=C3)C3CCNCC3)S(=O)(=O)C3=CC=C(C)C=C3)C=CC1 (3-(1-(3-fluorobenzyl)-1H-pyrazol-4-yl)-5-(4-(piperidin-4-yl)phenyl)-1-tosyl-1H-pyrrolo[2,3-b]pyridine hydrochloride), FC=1C=C(CN2N=C(C=C2)C2=CN(C3=NC=C(C=C32)C3=CC(=C(C=C3)N3CCN(CC3)C(=O)OC(C)(C)C)NS(=O)(=O)C)S(=O)(=O)C3=CC=C(C)C=C3)C=C(C1)F (tert-butyl 4-(4-(3-(1-(3,5-difluorobenzyl)-1H-pyrazol-3-yl)-1-tosyl-1H-pyrrolo[2,3-b]pyridin-5-yl)-2-(methylsulfonamido)phenyl)piperazine-1-carboxylate), [OH-].[Li+] (lithium hydroxide). The solvent is C1CCOC1.CO.O (THF methanol water). Yields the product FC=1C=C(CN2N=C(C=C2)C2=CNC3=NC=C(C=C32)C3=CC(=C(C=C3)N3CCN(CC3)C(=O)OC(C)(C)C)NS(=O)(=O)C)C=C(C1)F (tert-butyl 4-(4-(3-(1-(3,5-difluorobenzyl)-1H-pyrazol-3-yl)-1H-pyrrolo[2,3-b]pyridin-5-yl)-2-(methylsulfonamido)phenyl)piperazine-1-carboxylate). The yield is 78.7%. As a reaction SMILES: Cl.FC1C=C(C=CC=1)CN1C=C(C2C3C(=NC=C(C4C=CC(C5CCNCC5)=CC=4)C=3)N(S(C3C=CC(C)=CC=3)(=O)=O)C=2)C=N1.[F:46][C:47]1[CH:48]=[C:49]([CH:99]=[C:100]([F:102])[CH:101]=1)[CH2:50][N:51]1[CH:55]=[CH:54][C:53]([C:56]2[C:64]3[C:59](=[N:60][CH:61]=[C:62]([C:65]4[CH:70]=[CH:69][C:68]([N:71]5[CH2:76][CH2:75][N:74]([C:77]([O:79][C:80]([CH3:83])([CH3:82])[CH3:81])=[O:78])[CH2:73][CH2:72]5)=[C:67]([NH:84][S:85]([CH3:88])(=[O:87])=[O:86])[CH:66]=4)[CH:63]=3)[N:58](S(C3C=CC(C)=CC=3)(=O)=O)[CH:57]=2)=[N:52]1.[OH-].[Li+]>C1COCC1.CO.O>[F:46][C:47]1[CH:48]=[C:49]([CH:99]=[C:100]([F:102])[CH:101]=1)[CH2:50][N:51]1[CH:55]=[CH:54][C:53]([C:56]2[C:64]3[C:59](=[N:60][CH:61]=[C:62]([C:65]4[CH:70]=[CH:69][C:68]([N:71]5[CH2:72][CH2:73][N:74]([C:77]([O:79][C:80]([CH3:83])([CH3:82])[CH3:81])=[O:78])[CH2:75][CH2:76]5)=[C:67]([NH:84][S:85]([CH3:88])(=[O:87])=[O:86])[CH:66]=4)[CH:63]=3)[NH:58][CH:57]=2)=[N:52]1 |f:0.1,3.4,5.6.7|. Procedure details: Using similar reaction conditions as described in step-iii of example-1, tert-butyl 4-(4-(3-(1-(3,5-difluorobenzyl)-1H-pyrazol-3-yl)-1-tosyl-1H-pyrrolo[2,3-b]pyridin-5-yl)-2-(methylsulfonamido)phenyl)piperazine-1-carboxylate (55 mg, 0.067 mmol) was hydrolyzed by lithium hydroxide (9 mg, 0.201 mmol) in THF/methanol/water (2/2/1 ml) to yield 35 mg (79.0% yield) of the titled compound after preparative TLC (Silicagel-1000 micron) using 60% ethyl acetate in hexane as eluent. Reactants: CC(C)(OC(=O)N1[C@@H](CCC1)CSC\C=C/CN1C(C2=CC=CC=C2C1=O)=O)C ((S,Z)-2-[4-[[[1-[(1,1-dimethylethoxy)carbonyl]-2-pyrrolidinyl]methyl]thio]-2-butenyl]-1H-isoindole-1,3(2H) -dione), Cl.O1CCOCC1 (HCl dioxane), BrC1=CC2(C(C(=O)NC2=O)C=C1)C=CCC (4-bromo-2-butenyl phthalimide), C1(C=2C(C(N1)=O)=CC=CC2)=O (phthalimide). The solvent is C(Cl)Cl (CH2Cl2). Conditions: time 3 hour. The product is Cl.N1[C@@H](CCC1)CSC\C=C/CN1C(C2=CC=CC=C2C1=O)=O ((S,Z)-2-[4-[(2-Pyrrolidinylmethyl)thio]-2-butenyl]-1H-isoindole-1,3(2H) -dione, hydrochloride). Isolated yield 92.0%. RXN SMILES: CC(C)(OC([N:7]1[CH2:11][CH2:10][CH2:9][C@H:8]1[CH2:12][S:13][CH2:14]/[CH:15]=[CH:16]\[CH2:17][N:18]1[C:26](=[O:27])[C:25]2[C:20](=[CH:21][CH:22]=[CH:23][CH:24]=2)[C:19]1=[O:28])=O)C.BrC1C=CC2C(NC(=O)C2(C=CCC)C=1)=O.C1(=O)NC(=O)C2=CC=CC=C12.[ClH:57].O1CCOCC1>C(Cl)Cl>[ClH:57].[NH:7]1[CH2:11][CH2:10][CH2:9][C@H:8]1[CH2:12][S:13][CH2:14]/[CH:15]=[CH:16]\[CH2:17][N:18]1[C:26](=[O:27])[C:25]2[C:20](=[CH:21][CH:22]=[CH:23][CH:24]=2)[C:19]1=[O:28] |f:3.4,6.7|. Reported procedure: To a solution of (S,Z)-2-[4-[[[1-[(1,1-dimethylethoxy)carbonyl]-2-pyrrolidinyl]methyl]thio]-2-butenyl]-1H-isoindole-1,3(2H) -dione, (prepared as in Example I, Part A, except substituting 4-bromo-2-butenyl phthalimide for the corresponding phthalimide) (3.60 mmol)) in 2 mL of CH2Cl2 was added 18 mL of 4N HCl/dioxane at 0° C. The ice bath was removed and the reaction was stirred at room temperature for 3 hrs. The reaction mixture was concentrated in vacuo to give title compound (92% yield). Reactants: FC(OC=1C=C(C=CC1)O)(F)F (3-trifluoromethoxyphenol), S(=O)(=O)(Cl)Cl (sulfuryl chloride). Yields the product ClC1=C(C=C(C=C1)O)OC(F)(F)F (4-chloro-3-trifluoromethoxyphenol). As a reaction SMILES: [F:1][C:2]([F:12])([F:11])[O:3][C:4]1[CH:5]=[C:6]([OH:10])[CH:7]=[CH:8][CH:9]=1.S(Cl)([Cl:16])(=O)=O>>[Cl:16][C:9]1[CH:8]=[CH:7][C:6]([OH:10])=[CH:5][C:4]=1[O:3][C:2]([F:11])([F:12])[F:1]. Procedure details: A solution of 3-trifluoromethoxyphenol and sulfuryl chloride is stirred at room temperature until conversion of starting material to product is complete. The excess of sulfuryl chloride is evaporated using a rotary evaporator. The residue is dissolved in dichloromethane and washed with water. The organic layer is separated, dried over MgSO4, filtered and concentrated to yield crude 4-chloro-3-trifluoromethoxyphenol. The crude product is purified over a silica gel column using to give purified pr... Starting materials: Cc1ccccc1, C1CCC(P(C2CCCCC2)C2CCCCC2)CC1, COc1cc(-n2cnc(Cl)cc2=O)ccc1OCC(C)(C)O, [K+], [K+], [K+], CC(=O)[O-], CC(=O)[O-], O, O=P([O-])([O-])[O-], [Pd+2], OB(O)C1CC1c1ccccc1. Yields the product COc1cc(-n2cnc(C3CC3c3ccccc3)cc2=O)ccc1OCC(C)(C)O. RXN SMILES: [CH3:62][c:63]1[cH:64][cH:65][cH:66][cH:67][cH:68]1.[CH:1]1([P:2]([CH:3]2[CH2:4][CH2:5][CH2:6][CH2:7][CH2:8]2)[CH:9]2[CH2:10][CH2:11][CH2:12][CH2:13][CH2:14]2)[CH2:15][CH2:16][CH2:17][CH2:18][CH2:19]1.[Cl:20][c:21]1[cH:22][c:23](=[O:41])[n:24](-[c:27]2[cH:28][c:29]([O:39][CH3:40])[c:30]([O:33][CH2:34][C:35]([CH3:36])([CH3:37])[OH:38])[cH:31][cH:32]2)[cH:25][n:26]1.[K+:59].[K+:60].[K+:61].[O-:70][C:71]([CH3:72])=[O:73].[O-:74][C:75]([CH3:76])=[O:77].[OH2:78].[P:54]([O-:55])([O-:56])([O-:57])=[O:58].[Pd+2:69].[c:42]1([CH:48]2[CH:49]([B:51]([OH:52])[OH:53])[CH2:50]2)[cH:43][cH:44][cH:45][cH:46][cH:47]1>>[c:21]1([CH:49]2[CH:48]([c:42]3[cH:43][cH:44][cH:45][cH:46][cH:47]3)[CH2:50]2)[cH:22][c:23](=[O:41])[n:24](-[c:27]2[cH:28][c:29]([O:39][CH3:40])[c:30]([O:33][CH2:34][C:35]([CH3:36])([CH3:37])[OH:38])[cH:31][cH:32]2)[cH:25][n:26]1. RXN SMILES: Cl.C[O:3][C:4]1[CH:9]=[C:8]([O:10]C)[CH:7]=[CH:6][C:5]=1[CH2:12][CH2:13][CH2:14][CH2:15][NH:16][C:17]([NH:19][C:20]([C:22]1[C:27]([NH2:28])=[N:26][C:25]([NH2:29])=[C:24]([Cl:30])[N:23]=1)=[O:21])=[NH:18]>Br>[ClH:30].[OH:3][C:4]1[CH:9]=[C:8]([OH:10])[CH:7]=[CH:6][C:5]=1[CH2:12][CH2:13][CH2:14][CH2:15][NH:16][C:17]([NH:19][C:20]([C:22]1[C:27]([NH2:28])=[N:26][C:25]([NH2:29])=[C:24]([Cl:30])[N:23]=1)=[O:21])=[NH:18] |f:0.1,3.4|. The reactants are Cl.COC1=C(C=CC(=C1)OC)CCCCNC(=N)NC(=O)C1=NC(=C(N=C1N)N)Cl (4-(2,4-Dimethoxyphenyl)butylamidino-3,5-diamino-6-chloropyrazine carboxamide hydrochloride). Product: Cl.OC1=C(C=CC(=C1)O)CCCCNC(=N)NC(=O)C1=NC(=C(N=C1N)N)Cl (4-(2,4-Dihydroxyphenyl)butylamidino-3,5-diamino-6-chloropyrazine carboxamide hydrochloride). The solvent is Br (HBr). Reported procedure: A vigorously stirred solution of 80 (290 mg, 0.63mmol) in 48% HBr (20 mL) was refluxed for 4 h and then cooled. The solvent was removed at reduced pressure and the material was purified by column chromatography (silica gel, 4:1:0.1 chloroform/ethanol/concentrated ammonium hydroxide). The fractions with product were collected and the solvent was removed under reduced pressure. The residue was treated with 3% HCl, washed with water (2×5 mL) and dried to provide 81 (79 mg, 32%) as a yellow solid. 1... Isolated yield 58.3%. Reaction SMILES: [C:1]1([CH2:7][C:8]([OH:10])=O)[CH:6]=[CH:5][CH:4]=[CH:3][CH:2]=1.[CH3:11][S:12]([C:15]1[CH:20]=[CH:19][CH:18]=[CH:17][C:16]=1[C:21]1[CH:26]=[CH:25][C:24]([NH2:27])=[CH:23][CH:22]=1)(=[O:14])=[O:13].Cl.CN(C)CCC[N:34]=[C:35]=[N:36][CH2:37][CH3:38].ON1[C:45]2[CH:46]=CC=[CH:49][C:44]=2N=N1.CN1[CH2:56][CH2:55][O:54]CC1.CN(C=[O:61])C>O>[CH3:11][S:12]([C:15]1[CH:20]=[CH:19][CH:18]=[CH:17][C:16]=1[C:21]1[CH:22]=[CH:23][C:24]([NH:27][C:8](=[O:10])[CH:7]([O:54][C:55]2[CH:56]=[CH:46][CH:45]=[C:44]([C:35]3[N:36]=[C:37]([CH3:38])[O:61][N:34]=3)[CH:49]=2)[C:1]2[CH:2]=[CH:3][CH:4]=[CH:5][CH:6]=2)=[CH:25][CH:26]=1)(=[O:13])=[O:14] |f:2.3|. Starting materials: C1(=CC=CC=C1)CC(=O)O (2-phenylacetic acid), CS(=O)(=O)C1=C(C=CC=C1)C1=CC=C(C=C1)N (2′-methanesulfonylbiphenyl-4-ylamine), Cl.CN(CCCN=C=NCC)C (N-(3-dimethylaminopropyl)-N′-ethylcarbodiimide hydrochloride), ON1N=NC2=C1C=CC=C2 (1-hydroxybenzotriazole), CN1CCOCC1 (4-methylmorpholine), CN(C)C=O (DMF). Solvent: O (water). Conditions: time 18 hour. Product: CS(=O)(=O)C1=C(C=CC=C1)C1=CC=C(C=C1)NC(C(C1=CC=CC=C1)OC1=CC(=CC=C1)C1=NOC(=N1)C)=O (N-(2′-Methanesulfonylbiphenyl-4-yl)-2-[3-(5-methyl[1,2,4]oxadiazol-3-yl)phenoxy]2-phenylacetamide). Procedure details: A solution of 102 mg (0.330 mmol) of [3-(5-methyl[1,2,4)]oxadiazol-3-yl)phenoxy]-2-phenylacetic acid, 81.6 mg (0.330 mmol) of 2′-methanesulfonylbiphenyl-4-ylamine, 63.3 mg (0.330 mol) of N-(3-dimethylaminopropyl)-N′-ethylcarbodiimide hydrochloride (DAPECI) and 44.6 mg (0.330 mmol) of 1-hydroxybenzotriazole (HOBt) in 5 ml of DMF is treated with 0.036 ml (0.33 mmol) of 4-methylmorpholine and stirred at room temperature for 18 hours. The reaction mixture is added to water and the precipitate is fil... Procedure details: In methanol (15 ml) were dissolved 2-amino-5-chloro-α-(3-tert-butoxycarbonylaminomethylphenyl)benzyl alcohol produced in Example 1-(2) (0.5 g) and 4-benzyloxyphenylacetaldehyde (0.4 g). To the solution were added acetic acid (0.1 g) and, subsequently, cyano sodium hydride (0.11 g). The mixture was stirred for 40 minutes at 60° C. The reaction mixture was diluted with ethyl acetate (60 ml), which was washed with water and dried over anhydrous sodium sulfate. The solvent was distilled off to leave... The product is C(C1=CC=CC=C1)OC1=CC=C(C=C1)CCNC1=C(C(C2=CC(=CC=C2)CNC(=O)OC(C)(C)C)O)C=C(C=C1)Cl (2-[2-(4-benzyloxyphenyl)ethyl]amino-α-(3-tert-butoxycarbonylaminomethylphenyl)-5-chloro-benzyl alcohol). Run in CO (methanol), C(C)(=O)OCC (ethyl acetate). Reaction conditions: temperature 60 celsius, time 40 minute. RXN SMILES: [CH2:1]([O:8][C:9]1[CH:14]=[CH:13][C:12]([CH2:15][CH:16]=O)=[CH:11][CH:10]=1)[C:2]1[CH:7]=[CH:6][CH:5]=[CH:4][CH:3]=1.C(O)(=O)C.[H-].C([Na])#N.[NH2:26][C:27]1[CH:49]=[CH:48][C:47]([Cl:50])=[CH:46][C:28]=1[CH:29]([OH:45])[C:30]1[CH:35]=[CH:34][CH:33]=[C:32]([CH2:36][NH:37][C:38]([O:40][C:41]([CH3:44])([CH3:43])[CH3:42])=[O:39])[CH:31]=1>CO.C(OCC)(=O)C>[CH2:1]([O:8][C:9]1[CH:10]=[CH:11][C:12]([CH2:15][CH2:16][NH:26][C:27]2[CH:49]=[CH:48][C:47]([Cl:50])=[CH:46][C:28]=2[CH:29]([OH:45])[C:30]2[CH:35]=[CH:34][CH:33]=[C:32]([CH2:36][NH:37][C:38]([O:40][C:41]([CH3:43])([CH3:44])[CH3:42])=[O:39])[CH:31]=2)=[CH:13][CH:14]=1)[C:2]1[CH:3]=[CH:4][CH:5]=[CH:6][CH:7]=1 |f:2.3|. Reactants: C(C1=CC=CC=C1)OC1=CC=C(C=C1)CC=O (4-benzyloxyphenylacetaldehyde), NC1=C(C(C2=CC(=CC=C2)CNC(=O)OC(C)(C)C)O)C=C(C=C1)Cl (2-amino-5-chloro-α-(3-tert-butoxycarbonylaminomethylphenyl)benzyl alcohol), C(C)(=O)O (acetic acid), [H-].C(#N)[Na] (cyano sodium hydride).